From a dataset of the Open Reaction Database (ORD), a public repository of structured organic reaction records. describe an organic reaction: reactants, conditions, products, and yield The reactants are COCCN1CCC2=C(CC1)C=C(C=C2)N (3-(2-methoxy-ethyl)-2,3,4,5-tetrahydro-1H-benzo[d]azepin-7-ylamine), ClC1=NC=C(C(=N1)NC1=C(C=C(C=C1)N1CCOCC1)OC)Cl ((2,5-dichloro-pyrimidin-4-yl)-(2-methoxy-4-morpholin-4-yl-phenyl)-amine). Isolated yield 75.0%. Product: ClC=1C(=NC(=NC1)NC1=CC2=C(CCN(CC2)CCOC)C=C1)NC1=C(C=C(C=C1)N1CCOCC1)OC (5-Chloro-N*2*-[3-(2-methoxy-ethyl)-2,3,4,5-tetrahydro-1H-benzo[d]azepin-7-yl]-N*4*-(2-methoxy-4-morpholin-4-yl-phenyl)-pyrimidine-2,4-diamine), solid. As a reaction SMILES: [CH3:1][O:2][CH2:3][CH2:4][N:5]1[CH2:11][CH2:10][C:9]2[CH:12]=[C:13]([NH2:16])[CH:14]=[CH:15][C:8]=2[CH2:7][CH2:6]1.Cl[C:18]1[N:23]=[C:22]([NH:24][C:25]2[CH:30]=[CH:29][C:28]([N:31]3[CH2:36][CH2:35][O:34][CH2:33][CH2:32]3)=[CH:27][C:26]=2[O:37][CH3:38])[C:21]([Cl:39])=[CH:20][N:19]=1>>[Cl:39][C:21]1[C:22]([NH:24][C:25]2[CH:30]=[CH:29][C:28]([N:31]3[CH2:32][CH2:33][O:34][CH2:35][CH2:36]3)=[CH:27][C:26]=2[O:37][CH3:38])=[N:23][C:18]([NH:16][C:13]2[CH:14]=[CH:15][C:8]3[CH2:7][CH2:6][N:5]([CH2:4][CH2:3][O:2][CH3:1])[CH2:11][CH2:10][C:9]=3[CH:12]=2)=[N:19][CH:20]=1. Reported procedure: 5-Chloro-N*2*-[3-(2-methoxy-ethyl)-2,3,4,5-tetrahydro-1H-benzo[d]azepin-7-yl]-N*4*-(2-methoxy-4-morpholin-4-yl-phenyl)-pyrimidine-2,4-diamine was prepared from 3-(2-methoxy-ethyl)-2,3,4,5-tetrahydro-1H-benzo[d]azepin-7-ylamine and (2,5-dichloro-pyrimidin-4-yl)-(2-methoxy-4-morpholin-4-yl-phenyl)-amine in an analogous manner to Example 308c. Product isolated as an off-white solid (137 mg, 75%). m.p.=144-146° C.; LCMS (m/e) 539 (M+1); 1H-NMR (CDCl3, 400 MHz) δ 8.25 (d, 1H, J=8.8 Hz), 8.00 (s, 1H),...